Dataset: the Open Reaction Database (ORD), a public repository of structured organic reaction records. Task: describe an organic reaction: reactants, conditions, products, and yield Reactants: FCCCBr, CC(=O)c1cc(O)cc(C(C)(C)C)c1. Yields the product CC(=O)c1cc(OCCCF)cc(C(C)(C)C)c1. Reaction SMILES: [Br:15][CH2:16][CH2:17][CH2:18][F:19].[C:1]([CH3:2])([CH3:3])([CH3:4])[c:5]1[cH:6][c:7]([C:12]([CH3:13])=[O:14])[cH:8][c:9]([OH:11])[cH:10]1>>[C:1]([CH3:2])([CH3:3])([CH3:4])[c:5]1[cH:6][c:7]([C:12]([CH3:13])=[O:14])[cH:8][c:9]([O:11][CH2:16][CH2:17][CH2:18][F:19])[cH:10]1. The reactants are resultant mixture, C([O-])(O)=O.[Na+] (sodium bicarbonate), C(=O)(N1C=NC=C1)N1C=NC=C1 (1,1′-carbonyldiimidazole), FC1=CC=C(CCN2CCC(CC2)N2CCC3=CC=C(C=C23)CC(=O)O)C=C1 (1-[1-(4-fluorophenethyl)piperidin-4-yl]-6-carboxymethylindoline), Cl.C(C)N (ethylamine hydrochloride). Run in C(C)(=O)OCC (ethyl acetate), CN(C=O)C (dimethylformamide). Conditions: time 2 hour. Product: FC1=CC=C(CCN2CCC(CC2)N2CCC3=CC=C(C=C23)CC(NCC)=O)C=C1 (1-[1-(4-fluorophenethyl)-piperdin-4-yl]-6-(ethylcarbamoylmethyl)indoline). The yield is 60.7%. As a reaction SMILES: C(N1C=CN=C1)([N:3]1[CH:7]=[CH:6]N=C1)=O.[F:13][C:14]1[CH:40]=[CH:39][C:17]([CH2:18][CH2:19][N:20]2[CH2:25][CH2:24][CH:23]([N:26]3[C:34]4[C:29](=[CH:30][CH:31]=[C:32]([CH2:35][C:36](O)=[O:37])[CH:33]=4)[CH2:28][CH2:27]3)[CH2:22][CH2:21]2)=[CH:16][CH:15]=1.Cl.C(N)C.C(=O)(O)[O-].[Na+]>CN(C)C=O.C(OCC)(=O)C>[F:13][C:14]1[CH:40]=[CH:39][C:17]([CH2:18][CH2:19][N:20]2[CH2:21][CH2:22][CH:23]([N:26]3[C:34]4[C:29](=[CH:30][CH:31]=[C:32]([CH2:35][C:36](=[O:37])[NH:3][CH2:7][CH3:6])[CH:33]=4)[CH2:28][CH2:27]3)[CH2:24][CH2:25]2)=[CH:16][CH:15]=1 |f:2.3,4.5|. Procedure details: Under ice cooling, 1,1′-carbonyldiimidazole (1.0 g) was added to a solution of 1-[1-(4-fluorophenethyl)piperidin-4-yl]-6-carboxymethylindoline (2.0 g) in dimethylformamide (40 ml). After stirring the mixture for 2 hr, ethylamine hydrochloride (0.51 g) was added thereto. Then the resultant mixture was allowed to warm to room temperature and stirred for additional 5 hr. A saturated aqueous solution of sodium bicarbonate and ethyl acetate were added to the reaction solution and the layers were sepa... RXN SMILES: [F:1][C:2]([F:35])([F:34])[C:3]1[CH:4]=[C:5]([CH:31]=[CH:32][CH:33]=1)[CH2:6][N:7]1[C:15]2[C:10](=[CH:11][CH:12]=[CH:13][C:14]=2[C:16]([NH:18][C@H:19]([C:21]2[CH:30]=[CH:29][C:24]([C:25]([O:27]C)=[O:26])=[CH:23][CH:22]=2)[CH3:20])=[O:17])[CH:9]=[CH:8]1.[OH-].[Na+]>C1COCC1.CO>[F:34][C:2]([F:1])([F:35])[C:3]1[CH:4]=[C:5]([CH:31]=[CH:32][CH:33]=1)[CH2:6][N:7]1[C:15]2[C:10](=[CH:11][CH:12]=[CH:13][C:14]=2[C:16]([NH:18][C@H:19]([C:21]2[CH:30]=[CH:29][C:24]([C:25]([OH:27])=[O:26])=[CH:23][CH:22]=2)[CH3:20])=[O:17])[CH:9]=[CH:8]1 |f:1.2|. Conditions: temperature 50 celsius, time 1 hour. Yields the product FC(C=1C=C(CN2C=CC3=CC=CC(=C23)C(=O)N[C@@H](C)C2=CC=C(C(=O)O)C=C2)C=CC1)(F)F (4-{(1S)-1-[({1-[3-(trifluoromethyl)benzyl]-1H-indol-7-yl}carbonyl)amino]ethyl}benzoic acid). Reported procedure: Methyl 4-{(1S)-1-[({1-[3-(trifluoromethyl)benzyl]-1H-indol-7-yl}carbonyl)amino]ethyl}benzoate (220 mg, 0.458 mmol) was dissolved in THF (2 ml) and MeOH (1.14 ml). 2M NaOH (1.14 ml, 2.29 mmol) was added and the mixture stirred at 50° C. for 1 hour. The mixture was cooled, the organic solvents removed and poured into 1N HCl. The resulting solid was filtered and washed with water. 1H NMR (500 MHz, DMSO-d6): δ 12.90 (bs, 1H), 8.90 (d, 1H), 7.85 (d, 2H), 7.75 (d, 1H), 7.65-7.55 (m, 2H), 7.50-7.40 (m,... Solvent: C1CCOC1 (THF), CO (MeOH). Reactants: FC(C=1C=C(CN2C=CC3=CC=CC(=C23)C(=O)N[C@@H](C)C2=CC=C(C(=O)OC)C=C2)C=CC1)(F)F (Methyl 4-{(1S)-1-[({1-[3-(trifluoromethyl)benzyl]-1H-indol-7-yl}carbonyl)amino]ethyl}benzoate), [OH-].[Na+] (NaOH). Starting materials: ferric, FeCl3.6H2O, O=C1C(O)=C([O-])[C@H](O1)[C@@H](O)CO (ascorbate), N(CC(=O)O)(CC(=O)O)CC(=O)O (nitrilotriacetic acid), [Fe].C(CN(CC(=O)O)CC(=O)O)N(CCO)CC(=O)O (Fe HEDTA). Solvent: O (water). The product is C(C(=O)[O-])N(CC(=O)[O-])CC(=O)[O-].[Fe+3] (Fe-NTA). Reaction SMILES: [N:1]([CH2:10][C:11]([OH:13])=[O:12])([CH2:6][C:7]([OH:9])=[O:8])[CH2:2][C:3]([OH:5])=[O:4].[Fe:14].C(N(CC(O)=O)CCO)CN(CC(O)=O)CC(O)=O.O=C1O[C@H]([C@H](CO)O)C([O-])=C1O>O>[CH2:10]([N:1]([CH2:2][C:3]([O-:5])=[O:4])[CH2:6][C:7]([O-:9])=[O:8])[C:11]([O-:13])=[O:12].[Fe+3:14] |f:1.2,5.6|. Procedure: The experiment of Example I was repeated except that 10 mM of the ferric chelate of nitrilotriacetic acid (Fe-NTA) solution was used, rather than Fe-HEDTA. The Fe-NTA solution was prepared by dissolving 0.191 g of NTA in 100 mL of distilled water and adding FeCl3.6H2O, as described in Example I. The composition so produced formed a blue color, as in Example I, in the presence of 0.139 milligram of hemoglobin per deciliter and 50 μM ascorbate. The reactants are ClC/C=C/COC1=C(C=C(C=C1)[N+](=O)[O-])C1C(=C(NC(=C1C(=O)OC)C)C)C(=O)OC (dimethyl 4-[2-[(E)-4-chloro-2-butenyloxy]-5-nitrophenyl]-2,6-dimethyl-1,4-dihydropyridine-3,5-dicarboxylate), O[C@@H](CN)COC1=CC=CC=C1 ((S)-2-hydroxy-3-phenoxypropylamine), resultant solution. The solvent is C(C)#N (acetonitrile). The product is Cl.O[C@@H](CNC/C=C/COC1=C(C=C(C=C1)[N+](=O)[O-])C1C(=C(NC(=C1C(=O)OC)C)C)C(=O)OC)COC1=CC=CC=C1 (dimethyl 4-[2-[(E)-4-[[(S)-2-hydroxy-3-phenoxypropyl]amino]-2-butenyloxy]-5-nitrophenyl]-2,6-dimethyl-1,4-dihydropyridine-3,5-dicarboxylate HCl salt). The yield is 42.4%. RXN SMILES: [Cl:1][CH2:2]/[CH:3]=[CH:4]/[CH2:5][O:6][C:7]1[CH:12]=[CH:11][C:10]([N+:13]([O-:15])=[O:14])=[CH:9][C:8]=1[CH:16]1[C:21]([C:22]([O:24][CH3:25])=[O:23])=[C:20]([CH3:26])[NH:19][C:18]([CH3:27])=[C:17]1[C:28]([O:30][CH3:31])=[O:29].[OH:32][C@H:33]([CH2:36][O:37][C:38]1[CH:43]=[CH:42][CH:41]=[CH:40][CH:39]=1)[CH2:34][NH2:35]>C(#N)C>[ClH:1].[OH:32][C@H:33]([CH2:36][O:37][C:38]1[CH:43]=[CH:42][CH:41]=[CH:40][CH:39]=1)[CH2:34][NH:35][CH2:2]/[CH:3]=[CH:4]/[CH2:5][O:6][C:7]1[CH:12]=[CH:11][C:10]([N+:13]([O-:15])=[O:14])=[CH:9][C:8]=1[CH:16]1[C:21]([C:22]([O:24][CH3:25])=[O:23])=[C:20]([CH3:26])[NH:19][C:18]([CH3:27])=[C:17]1[C:28]([O:30][CH3:31])=[O:29] |f:3.4|. Procedure: 3.1 g of dimethyl 4-[2-[(E)-4-chloro-2-butenyloxy]-5-nitrophenyl]-2,6-dimethyl-1,4-dihydropyridine-3,5-dicarboxylate and 5.8 g (S)-2-hydroxy-3-phenoxypropylamine were dissolved in 35 ml of acetonitrile, and the resultant solution was refluxed under heating for 2 hours. The reaction solution was concentrated under reduced pressure, and the residue was dissolved in 30 ml of chloroform. After washing the solution with water three times, the organic layer was concentrated under reduced pressure. The... Reactants: [NH4+].[NH4+].[O-]S(=O)(=O)OOS(=O)(=O)[O-] (ammonium peroxodisulfate), ClC1=C(C(=O)C2=CC=CC=C2)C=C(C(=C1)F)F (2-chloro-4,5-difluorobenzophenone), S(O)(O)(=O)=O (sulfuric acid). Solvent: C(C)(=O)O (acetic acid). Reaction conditions: temperature 90 celsius. Product: ClC1=C(C(=O)O)C=C(C(=C1)F)F (2-chloro-4,5-difluorobenzoic acid). The yield is 80.8%. Reaction SMILES: [NH4+].[NH4+].[O-]S(OOS([O-])(=O)=O)(=O)=O.[Cl:13][C:14]1[CH:27]=[C:26]([F:28])[C:25]([F:29])=[CH:24][C:15]=1[C:16](C1C=CC=CC=1)=[O:17].S(=O)(=O)(O)[OH:31]>C(O)(=O)C>[Cl:13][C:14]1[CH:27]=[C:26]([F:28])[C:25]([F:29])=[CH:24][C:15]=1[C:16]([OH:17])=[O:31] |f:0.1.2|. Reported procedure: 8 g of ammonium peroxodisulfate are introduced into 5 g (19.8 mmol ) of 2-chloro-4,5-difluorobenzophenone and 20 g of glacial acetic acid and the mixture is heated at 90° C. (12 h). 100 g of 70% sulfuric acid are then added and the mixture is heated for 2 h at 150° C. Dilution with 200 g of water and filtration gives 3.1 g (16.0 mmol, 81%) of 2-chloro-4,5-difluorobenzoic acid (purity (GC) ca. 92%). Recrystallization from water gives 2.5 g of product melting at 104° C.-105° C. Starting materials: Cl (HCl), C(C)OC(COC1=C(C=C(C=C1)SC1=CC(=C(C=C1)OCC1=CC=C(C=C1)C(F)(F)F)C)CCC)=O (4-[[3-Methyl-4-(4-trifluoromethylbenzyloxy)phenyl]sulfanyl]-2-propylphenoxy-acetic acid ethyl ester), O (water), [Li+].[OH-] (LiOH). Run in C1CCOC1 (THF). Reaction conditions: time 1 hour. Yields the product CC=1C=C(C=CC1OCC1=CC=C(C=C1)C(F)(F)F)SC1=CC(=C(OCC(=O)O)C=C1)CCC (4-[[3-Methyl-4-(4-trifluoromethyl-benzyloxy)phenyl]sulfanyl]-2-propylphenoxy-acetic acid). Yield: 78.0%. As a reaction SMILES: C([O:3][C:4](=[O:36])[CH2:5][O:6][C:7]1[CH:12]=[CH:11][C:10]([S:13][C:14]2[CH:19]=[CH:18][C:17]([O:20][CH2:21][C:22]3[CH:27]=[CH:26][C:25]([C:28]([F:31])([F:30])[F:29])=[CH:24][CH:23]=3)=[C:16]([CH3:32])[CH:15]=2)=[CH:9][C:8]=1[CH2:33][CH2:34][CH3:35])C.[Li+].[OH-].O.Cl>C1COCC1>[CH3:32][C:16]1[CH:15]=[C:14]([S:13][C:10]2[CH:11]=[CH:12][C:7]([O:6][CH2:5][C:4]([OH:36])=[O:3])=[C:8]([CH2:33][CH2:34][CH3:35])[CH:9]=2)[CH:19]=[CH:18][C:17]=1[O:20][CH2:21][C:22]1[CH:23]=[CH:24][C:25]([C:28]([F:30])([F:31])[F:29])=[CH:26][CH:27]=1 |f:1.2|. Procedure: Compound 4.5 (32.7 g, 63.0 mmol) was dissolved in THF (250 mL). To the solution was added 4N LiOH (31.5 mL, 126 mmol) and the reaction was stirred at room temperature for 1 h, after which time water (31.5mL) was added, and the reaction mixture was stirred for 30 min. 2N HCl (70 mL) was then added to the reaction and the THF was removed in vacuo. The residue was diluted with hexane (250 mL) with stirring, and the deposited crystals were collected by filtration and recrystallized from EtOAc—hexane... Starting materials: C(C)(C)C=1N=C(SC1)CCC1=CC=2N(C(C(=C(N2)N2CCOCC2)C=O)=O)C=C1 (8-[2-(4-Isopropyl-1,3-thiazol-2-yl)ethyl]-2-morpholino-4-oxo-4H-pyrido[1,2-a]-pyrimidine-3-carbaldehyde), S1C(NC(C1)=O)=O (2,4-thiazolidinedione). Reagents/catalysts: N1CCCCC1 (piperidine), C(C)(=O)O (acetic acid). The solvent is C1=CC=CC=C1 (benzene). Yields the product C(C)(C)C=1N=C(SC1)CCC1=CC=2N(C(C(=C(N2)N2CCOCC2)C=C2C(NC(S2)=O)=O)=O)C=C1 (5-(1-{8-[2-(4-Isopropyl-1,3-thiazol-2-yl)ethyl]-2-morpholino-4-oxo-4H-pyrido[1,2-a]pyrimidin-3-yl}methylidene)-1,3-thiazolidine-2,4-dione). Yield: 76.1%. RXN SMILES: [CH:1]([C:4]1[N:5]=[C:6]([CH2:9][CH2:10][C:11]2[CH:29]=[CH:28][N:14]3[C:15](=[O:27])[C:16]([CH:25]=O)=[C:17]([N:19]4[CH2:24][CH2:23][O:22][CH2:21][CH2:20]4)[N:18]=[C:13]3[CH:12]=2)[S:7][CH:8]=1)([CH3:3])[CH3:2].[S:30]1[CH2:34][C:33](=[O:35])[NH:32][C:31]1=[O:36]>N1CCCCC1.C(O)(=O)C.C1C=CC=CC=1>[CH:1]([C:4]1[N:5]=[C:6]([CH2:9][CH2:10][C:11]2[CH:29]=[CH:28][N:14]3[C:15](=[O:27])[C:16]([CH:25]=[C:34]4[S:30][C:31](=[O:36])[NH:32][C:33]4=[O:35])=[C:17]([N:19]4[CH2:24][CH2:23][O:22][CH2:21][CH2:20]4)[N:18]=[C:13]3[CH:12]=2)[S:7][CH:8]=1)([CH3:3])[CH3:2]. Reported procedure: 8-[2-(4-Isopropyl-1,3-thiazol-2-yl)ethyl]-2-morpholino-4-oxo-4H-pyrido[1,2-a]-pyrimidine-3-carbaldehyde (18 mg) and 2,4-thiazolidinedione (53 mg) were added with benzene (10 ml), piperidine (one drop) and acetic acid (two drops) and refluxed by heating for 3 hours in a vessel provided with a Dean-Stark trap. After the solvent was evaporated under reduced pressure, the residue was purified by silica gel column chromatography to obtain the title compound (17 mg) as yellow powder. Reactants: CC1=Cc2ccccc21, Cc1ccccc1, CCN(C(C)=O)C1CCNCC1, Cc1ccc(S(=O)(=O)O)cc1. Yields the product CCN(C(C)=O)C1CCN(CC2=Cc3ccccc32)CC1. RXN SMILES: [CH3:24][C:25]1=[CH:26][c:27]2[c:28]1[cH:29][cH:30][cH:31][cH:32]2.[CH3:33][c:34]1[cH:35][cH:36][cH:37][cH:38][cH:39]1.[NH:1]1[CH2:2][CH2:3][CH:4]([N:7]([C:8]([CH3:9])=[O:10])[CH2:11][CH3:12])[CH2:5][CH2:6]1.[OH:13][S:14]([c:15]1[cH:16][cH:17][c:18]([CH3:19])[cH:20][cH:21]1)(=[O:22])=[O:23]>>[N:1]1([CH2:24][C:25]2=[CH:26][c:27]3[c:28]2[cH:29][cH:30][cH:31][cH:32]3)[CH2:2][CH2:3][CH:4]([N:7]([C:8]([CH3:9])=[O:10])[CH2:11][CH3:12])[CH2:5][CH2:6]1.